This data is from the Open Reaction Database (ORD), a public repository of structured organic reaction records. The task is: describe an organic reaction: reactants, conditions, products, and yield Reactants: C(#N)C(C(=O)OCC)=C(C1=CC=CC=C1)C1=CC=CC=C1 (ethyl 2-cyano-3,3-diphenylacrylate), C(=O)([O-])[O-].[Na+].[Na+] (Na2CO3), C1(CCCC1)O (cyclopentanol). Reaction conditions: time 3 hour. Yields the product C(#N)C(C(=O)OC1CCCC1)=C(C1=CC=CC=C1)C1=CC=CC=C1 (cyclopentyl 2-cyano-3,3-diphenylacrylate). Yield: 82.0%. As a reaction SMILES: [C:1]([C:3](=[C:9]([C:16]1[CH:21]=[CH:20][CH:19]=[CH:18][CH:17]=1)[C:10]1[CH:15]=[CH:14][CH:13]=[CH:12][CH:11]=1)[C:4]([O:6][CH2:7][CH3:8])=[O:5])#[N:2].C([O-])([O-])=O.[Na+].[Na+].[CH:28]1(O)[CH2:32]CC[CH2:29]1>>[C:1]([C:3](=[C:9]([C:16]1[CH:17]=[CH:18][CH:19]=[CH:20][CH:21]=1)[C:10]1[CH:11]=[CH:12][CH:13]=[CH:14][CH:15]=1)[C:4]([O:6][CH:7]1[CH2:32][CH2:28][CH2:29][CH2:8]1)=[O:5])#[N:2] |f:1.2.3|. Procedure details: 83.1 g (0.3 mol) of ethyl 2-cyano-3,3-diphenylacrylate (Uvinul 3035), 100 ml of cyclopentanol and 6 g of Na2CO3 were reacted with one another at 145° C. with distillative removal of the ethanol formed, assisted by a stream of nitrogen. After about 3 h, the reaction mixture was filtered hot in order to remove the Na2CO3. After the filtrate had been cooled, the precipitate which had formed was filtered off, washed with petroleum ether and dried, giving 78.1 g (82%) of cyclopentyl 2-cyano-3,3-diphe...